From a dataset of the Open Reaction Database (ORD), a public repository of structured organic reaction records. describe an organic reaction: reactants, conditions, products, and yield As a reaction SMILES: [CH3:1]I.[Mg].[CH3:4][C:5]1[CH:11]=[CH:10][CH:9]=[C:8](C(OC)=O)[C:6]=1[NH2:7].[Cl-].[NH4+].C([O:20][CH2:21][CH3:22])C>>[CH3:4][C:5]1[CH:11]=[CH:10][CH:9]=[C:8]([C:21]([OH:20])([CH3:22])[CH3:1])[C:6]=1[NH2:7] |f:3.4|. Yields the product CC1=C(N)C(=CC=C1)C(C)(C)O (2-methyl-6-(1-hydroxy-1-methylethyl)-aniline). Starting materials: C(C)OCC (ethyl ether), CI (methyl iodide), [Cl-].[NH4+] (ammonium chloride), CC1=C(N)C(=CC=C1)C(=O)OC (2-methyl-6-methoxycarbonylaniline), C(C)OCC (ethyl ether), [Mg] (magnesium), [Cl-].[NH4+] (ammonium chloride), C(C)OCC (ethyl ether). Reported procedure: In this example a solution containing 381.46 g of methyl iodide in 500 ml of ethyl ether was added dropwise to 65.3 g of magnesium submerged in ethyl ether at room temperature and under nitrogen. The mixture was then cooled and then a solution containing 0.67 moles of 2-methyl-6-methoxycarbonylaniline in 500 ml of ethyl ether was dropwise added thereto. The mixture was then refluxed for 21/2 hours, then cooled and 750 ml of saturated aqueous ammonium chloride solution carefully added dropwise. A...